The task is: describe an organic reaction: reactants, conditions, products, and yield. This data is from the Open Reaction Database (ORD), a public repository of structured organic reaction records. The reactants are NC1=CC=C(C(C(=O)O)(O)C2=CC=CC=C2)C=C1 (4-aminobenzilic acid), C(C)O (ethanol). Solvent: Cl (HCl). Product: C(C)OC(C(O)(C1=CC=C(C=C1)N)C1=CC=CC=C1)=O (4-Aminobenzilic Acid Ethyl Ester). As a reaction SMILES: [NH2:1][C:2]1[CH:18]=[CH:17][C:5]([C:6]([C:11]2[CH:16]=[CH:15][CH:14]=[CH:13][CH:12]=2)([OH:10])[C:7]([OH:9])=[O:8])=[CH:4][CH:3]=1.[CH2:19](O)[CH3:20]>Cl>[CH2:19]([O:8][C:7](=[O:9])[C:6]([C:11]1[CH:16]=[CH:15][CH:14]=[CH:13][CH:12]=1)([C:5]1[CH:17]=[CH:18][C:2]([NH2:1])=[CH:3][CH:4]=1)[OH:10])[CH3:20]. Procedure details: 4.8 g (19.7 mmol) of 4-aminobenzilic acid was dissolved in 200 ml of absolute ethanol (EtOH) saturated with dry HCl gas. The reaction mixture was refluxed for 24 hours then spin evaporated to dryness in vacuum. The residue was dissolved in water and neutralized with NaHCO3, extracted with 2×50 ml of AcOEt, washed with water (2×) and the AcOEt extract filtered through a siliconized filter and dried over MgSO4. The dried solution was filtered and spin evaporated in vacuum. Yellow oil, 2.8 g (52%).... Conditions: time 5 minute. Reaction SMILES: F[C:2]1[C:7]([C:8]2[C:12]([C:13]3[C:14]([NH:19][CH2:20][CH3:21])=[N:15][CH:16]=[CH:17][CH:18]=3)=[CH:11][S:10][CH:9]=2)=[CH:6][CH:5]=[CH:4][N:3]=1.C[Si]([N-][Si](C)(C)C)(C)C.[K+].C(O)C>O1CCCC1.C(OCC)(=O)C>[CH3:21][CH2:20][N:19]1[C:14]2[N:15]=[CH:16][CH:17]=[CH:18][C:13]=2[C:12]2[C:8](=[CH:9][S:10][CH:11]=2)[C:7]2[CH:6]=[CH:5][CH:4]=[N:3][C:2]1=2 |f:1.2|. Reported procedure: To a solution of 3-(2-fluoropyridin-3-yl)-4-(2-ethylaminopyridin-3-yl)thiophene (0.021 g) in tetrahydrofuran (1.5 mL was added potassium bistrimethylsilylamide (0.5M in toluene) until no yellow color appeared on addition of further reagent. The mixture was stirred for 5 minutes, ethanol was added, the mixture was diluted with ethyl acetate, washed with water, dried, filtered and evaporated. The residue was fractionated by chromatography to give 8-ethyl-thienyl[3',4':6,5]dipyrido[2,3-b:3',2'-f]az... Product: CCN1C2=C(C=CC=N2)C3=CSC=C3C4=C1N=CC=C4 (8-ethyl-thienyl[3',4':6,5]dipyrido[2,3-b:3',2'-f]azepine). The solvent is C(C)(=O)OCC (ethyl acetate), O1CCCC1 (tetrahydrofuran). Starting materials: FC1=NC=CC=C1C1=CSC=C1C=1C(=NC=CC1)NCC (3-(2-fluoropyridin-3-yl)-4-(2-ethylaminopyridin-3-yl)thiophene), C[Si](C)(C)[N-][Si](C)(C)C.[K+] (potassium bistrimethylsilylamide), C(C)O (ethanol). Starting materials: O (water), ClC=1SC=CC1 (2-chlorothiophene), C(C1=CC(C(=O)Cl)=CC=C1)(=O)Cl (isophthaloyl chloride), [Cl-].[Al+3].[Cl-].[Cl-] (aluminum chloride). The solvent is C(=S)=S (carbon disulfide), C(=S)=S (carbon disulfide). Reaction conditions: time 3 hour. The product is ClC1(SC=CC1)C(=O)C1=CC(=CC=C1)C(=O)C1(SC=CC1)Cl (1,3-Bis(2-chlorothiophenoyl)Benzene). Yield: 75.0%. Reaction SMILES: [Cl:1][C:2]1[S:3][CH:4]=[CH:5][CH:6]=1.[C:7](Cl)(=[O:17])[C:8]1[CH:16]=[CH:15][CH:14]=[C:10]([C:11](Cl)=[O:12])[CH:9]=1.[Cl-:19].[Al+3].[Cl-].[Cl-].O>C(=S)=S>[Cl:1][C:2]1([C:7]([C:8]2[CH:16]=[CH:15][CH:14]=[C:10]([C:11]([C:4]3([Cl:19])[CH2:5][CH:6]=[CH:2][S:3]3)=[O:12])[CH:9]=2)=[O:17])[CH2:6][CH:5]=[CH:4][S:3]1 |f:2.3.4.5|. Procedure details: A solution of 2-chlorothiophene (0.128 mol) in 20 mL of carbon disulfide was added to a stirred suspension of isophthaloyl chloride (0.064 mol) and anhydrous aluminum chloride (0.1408 mol) in 100 mL of carbon disulfide. The reaction mixture was heated to reflux, stirred under nitrogen for 3 hours, and poured into 300 mL of water. The organic layer was separated immediately, then washed twice with 3.00 mL of 10% NaOH, twice with 300 mL of 5% HCl, and once with 500 mL of water. The product was rec... Reactants: C(=O)(O)[O-].[Na+] (NaHCO3), [OH-].[Na+] (NaOH), FC(OC1=CC=C(N)C=C1)F (4-difluoromethoxyaniline), O=C1CCN(CC1)[C@@H](CC#N)C ((R)-3-(4-oxo-piperidin-1-yl)-butyronitrile), [BH-](OC(=O)C)(OC(=O)C)OC(=O)C.[Na+] (NaBH(OAc)3). Reagents/catalysts: CC(=O)O (AcOH). The solvent is C(Cl)Cl (CH2Cl2). Run at time 16 hour. Yields the product FC(OC1=CC=C(C=C1)NC1CCN(CC1)[C@@H](CC#N)C)F ((R)-3-[4-(4-difluoromethoxy-phenylamino)-piperidin-1-yl]-butyronitrile). Yield: 75.8%. Reaction SMILES: [F:1][CH:2]([F:11])[O:3][C:4]1[CH:10]=[CH:9][C:7]([NH2:8])=[CH:6][CH:5]=1.O=[C:13]1[CH2:18][CH2:17][N:16]([C@H:19]([CH3:23])[CH2:20][C:21]#[N:22])[CH2:15][CH2:14]1.[BH-](OC(C)=O)(OC(C)=O)OC(C)=O.[Na+].C([O-])(O)=O.[Na+].[OH-].[Na+]>C(Cl)Cl.CC(O)=O>[F:1][CH:2]([F:11])[O:3][C:4]1[CH:10]=[CH:9][C:7]([NH:8][CH:13]2[CH2:18][CH2:17][N:16]([C@H:19]([CH3:23])[CH2:20][C:21]#[N:22])[CH2:15][CH2:14]2)=[CH:6][CH:5]=1 |f:2.3,4.5,6.7|. Reported procedure: Following General Procedure A, a solution of 4-difluoromethoxyaniline (0.50 g, 3.1 mmol) and (R)-3-(4-oxo-piperidin-1-yl)-butyronitrile (0.44 g, 2.6 mmol) in CH2Cl2 (10 mL), was treated with glacial AcOH (3 drops) and NaBH(OAc)3 (0.83 g, 3.9 mmol), stirring for 16 h at room temperature. Saturated aqueous NaHCO3 solution (15 mL) and 1N NaOH (2 mL) was added and the phases were separated and the aqueous extracted with CH2Cl2 (2×15 mL). The combined organic extracts were dried (Na2SO4), filtered an... Reactants: solution, C(CCC)[Li] (butyllithium), ethyl and allyl esters, esters, ClC1=CC=C(CN)C=C1 (p-chlorobenzylamine), BrCC1=CSC2=C1N(C=C(C2=O)C(=O)OCC)C (ethyl 3-(bromomethyl)-4-methyl-7-oxo-4,7-dihydrothieno[3,2-b]pyridine-6-carboxylate), C(C=C)O (allyl alcohol). The solvent is hexanes, CCOCC (ether), CN(C)C=O (DMF), C1CCOC1 (THF). Reaction conditions: temperature 120 celsius, time 5 minute. The product is C(C=C)OCC1=CSC2=C1N(C=C(C2=O)C(=O)NCC2=CC=C(C=C2)Cl)C (3-[(Allyloxy)methyl]-N-(4-chlorobenzyl)-4-methyl-7-oxo-4,7-dihydrothieno[3,2-b]pyridine-6-carboxamide). As a reaction SMILES: [CH2:1]([OH:4])[CH:2]=[CH2:3].C([Li])CCC.Br[CH2:11][C:12]1[C:16]2[N:17]([CH3:27])[CH:18]=[C:19]([C:22]([O:24]CC)=O)[C:20](=[O:21])[C:15]=2[S:14][CH:13]=1.[Cl:28][C:29]1[CH:36]=[CH:35][C:32]([CH2:33][NH2:34])=[CH:31][CH:30]=1>C1COCC1.CN(C=O)C.CCOCC>[CH2:1]([O:4][CH2:11][C:12]1[C:16]2[N:17]([CH3:27])[CH:18]=[C:19]([C:22]([NH:34][CH2:33][C:32]3[CH:35]=[CH:36][C:29]([Cl:28])=[CH:30][CH:31]=3)=[O:24])[C:20](=[O:21])[C:15]=2[S:14][CH:13]=1)[CH:2]=[CH2:3]. Procedure: To a cold (0° C.), stirred solution of 0.82 mL of allyl alcohol in 12 mL of dry THF, under argon, is added 2.1 mL of a 2.5 M solution of butyllithium in hexanes. The solution is stirred for 5 min, then added via cannula to a cold (0° C.), stirred mixture of 1.25 g of ethyl 3-(bromomethyl)-4-methyl-7-oxo-4,7-dihydrothieno[3,2-b]pyridine-6-carboxylate (Preparation 19) in 8 mL of dry DMF. The resulting solution is stirred at 0° C. for 20 min, then quenched with dil. HCl. Aqueous workup (EtOAc/dil H... Isolated yield 117.2%. As a reaction SMILES: [CH2:1]([O:17][CH2:18][CH:19]([CH2:21][OH:22])[OH:20])[CH2:2][CH2:3][CH2:4][CH2:5][CH2:6][CH2:7][CH2:8][CH2:9][CH2:10][CH2:11][CH2:12][CH2:13][CH2:14][CH2:15][CH3:16].N1C=CC=CC=1.[C:29]1([C:35]([C:43]2[CH:48]=[CH:47][CH:46]=[CH:45][CH:44]=2)([C:37]2[CH:42]=[CH:41][CH:40]=[CH:39][CH:38]=2)Cl)[CH:34]=[CH:33][CH:32]=[CH:31][CH:30]=1>CCOCC>[CH2:1]([O:17][CH2:18][CH:19]([CH2:21][O:22][C:35]([C:29]1[CH:34]=[CH:33][CH:32]=[CH:31][CH:30]=1)([C:43]1[CH:44]=[CH:45][CH:46]=[CH:47][CH:48]=1)[C:37]1[CH:38]=[CH:39][CH:40]=[CH:41][CH:42]=1)[OH:20])[CH2:2][CH2:3][CH2:4][CH2:5][CH2:6][CH2:7][CH2:8][CH2:9][CH2:10][CH2:11][CH2:12][CH2:13][CH2:14][CH2:15][CH3:16]. Starting materials: C1(=CC=CC=C1)C(Cl)(C1=CC=CC=C1)C1=CC=CC=C1 (Triphenylchloromethane), C(CCCCCCCCCCCCCCC)OCC(O)CO (rac-1-O-Hexadecylglycerol), N1=CC=CC=C1 (pyridine). Procedure details: rac-1-O-Hexadecylglycerol (1.3 g, 4.17 mmol) and anhydrous pyridine (20 ml) were placed in a flame-dried 50 ml round-bottomed flask flushed with N2. Triphenylchloromethane (2.38 g, 8.54 mmol) was added to the solution and the reaction mixture was stirred for 48 hours. Ice cold H2O and ether were added. The ethe r layer was removed, washed with H2O, dried (MgSO4), and filtered. The solvent was removed under reduced pressure. Residual pyridine was removed as an azeotrope with toluene. The resultin... Solvent: CCOCC (ether). Reaction conditions: time 48 hour. The product is crude product 36, C(CCCCCCCCCCCCCCC)OCC(O)COC(C1=CC=CC=C1)(C1=CC=CC=C1)C1=CC=CC=C1 (rac-1-O-hexadecyl-3-O-tritylglycerol). Reactants: COC(CBr)OC.COC(COC1=CC(=C(C=C1)F)F)OC (4-(2,2-Dimethoxyethoxy)-1,2-difluorobenzene Bromoacetaldehyde dimethyl acetal), C([O-])([O-])=O.[K+].[K+] (potassium carbonate), FC=1C=C(C=CC1F)O (3,4-difluorophenol). Isolated yield 106.2%. Solvent: CN(C)C=O (DMF). As a reaction SMILES: COC(OC)CBr.C[O:9][CH:10](OC)[CH2:11][O:12][C:13]1[CH:18]=[CH:17][C:16]([F:19])=[C:15]([F:20])[CH:14]=1.C(=O)([O-])[O-].[K+].[K+].FC1C=C(O)C=CC=1F>CN(C=O)C>[F:20][C:15]1[CH:14]=[C:13]([CH:18]=[CH:17][C:16]=1[F:19])[O:12][CH2:11][CH:10]=[O:9] |f:0.1,2.3.4|. Procedure: 4-(2,2-Dimethoxyethoxy)-1,2-difluorobenzene Bromoacetaldehyde dimethyl acetal (3.3 ml, 27.9 mmol) and potassium carbonate (6.5 g, 47.1 mmol) were added to a solution of 3,4-difluorophenol (3.0 g, 23.4 mmol) in DMF (65 ml). The mixture was heated to 120° C. for 4 hours, cooled to room temperature and then quenched with a solution of aqueous ammonium chloride. The product was extracted into ethyl acetate, washed with water and brine, dried over magnesium sulphate, filtered and concentrated in vacu... Conditions: temperature 120 celsius. The product is FC=1C=C(OCC=O)C=CC1F ((3,4-Difluorophenoxy)-acetaldehyde). Reactants: COCCCBr, CCNC(=O)Nc1ccc(-c2nc3c(c(N4CCOCC4C)n2)CCNC3)cc1, Cl. Yields the product CCNC(=O)Nc1ccc(-c2nc3c(c(N4CCOCC4C)n2)CCN(CCCOC)C3)cc1. RXN SMILES: [Br:31][CH2:32][CH2:33][CH2:34][O:35][CH3:36].[CH2:2]([CH3:3])[NH:4][C:5](=[O:6])[NH:7][c:8]1[cH:9][cH:10][c:11](-[c:14]2[n:15][c:16]([N:24]3[CH:25]([CH3:30])[CH2:26][O:27][CH2:28][CH2:29]3)[c:17]3[c:18]([n:19]2)[CH2:20][NH:21][CH2:22][CH2:23]3)[cH:12][cH:13]1.[ClH:1]>>[CH2:2]([CH3:3])[NH:4][C:5](=[O:6])[NH:7][c:8]1[cH:9][cH:10][c:11](-[c:14]2[n:15][c:16]([N:24]3[CH:25]([CH3:30])[CH2:26][O:27][CH2:28][CH2:29]3)[c:17]3[c:18]([n:19]2)[CH2:20][N:21]([CH2:32][CH2:33][CH2:34][O:35][CH3:36])[CH2:22][CH2:23]3)[cH:12][cH:13]1.